This data is from the Open Reaction Database (ORD), a public repository of structured organic reaction records. The task is: describe an organic reaction: reactants, conditions, products, and yield Reactants: C(C)OC(C1=C(C=C(C(=O)OCC)C(=C1)OCCCCCCCCCCBr)OCCCCCCCCCCBr)=O (diethyl-2,5-bis-(10-bromodecoxy)terephthalate), C(C)(=O)[O-].[K+] (potassium acetate). The reagents and catalysts are CCCCCCCC[N+](C)(CCCCCCCC)CCCCCCCC.[Cl-] (Aliquat 336). The solvent is C(C)#N (acetonitrile). The product is C(C)OC(C1=C(C=C(C(=O)OCC)C(=C1)OCCCCCCCCCCOC(C)=O)OCCCCCCCCCCOC(C)=O)=O (diethyl-2,5-bis-(10-acetoxydecoxy)terephthalate). RXN SMILES: [CH2:1]([O:3][C:4](=[O:40])[C:5]1[CH:15]=[C:14]([O:16][CH2:17][CH2:18][CH2:19][CH2:20][CH2:21][CH2:22][CH2:23][CH2:24][CH2:25][CH2:26]Br)[C:8]([C:9]([O:11][CH2:12][CH3:13])=[O:10])=[CH:7][C:6]=1[O:28][CH2:29][CH2:30][CH2:31][CH2:32][CH2:33][CH2:34][CH2:35][CH2:36][CH2:37][CH2:38]Br)[CH3:2].[C:41]([O-:44])(=[O:43])[CH3:42].[K+]>CCCCCCCC[N+](CCCCCCCC)(CCCCCCCC)C.[Cl-].C(#N)C>[CH2:1]([O:3][C:4](=[O:40])[C:5]1[CH:15]=[C:14]([O:16][CH2:17][CH2:18][CH2:19][CH2:20][CH2:21][CH2:22][CH2:23][CH2:24][CH2:25][CH2:26][O:43][C:41](=[O:44])[CH3:42])[C:8]([C:9]([O:11][CH2:12][CH3:13])=[O:10])=[CH:7][C:6]=1[O:28][CH2:29][CH2:30][CH2:31][CH2:32][CH2:33][CH2:34][CH2:35][CH2:36][CH2:37][CH2:38][O:40][C:4](=[O:3])[CH3:5])[CH3:2] |f:1.2,3.4|. Reported procedure: 46.4 g (67.0 mmol) diethyl-2,5-bis-(10-bromodecoxy)terephthalate, 65.8 g (671 mmol) potassium acetate and 3.4 g (8.5 mmol) Aliquat 336® in 350 ml absolute acetonitrile are heated under N2 under reflux for 48 hours. After distilling off the solvent, the reaction mixture is taken up in 300 ml chloroform, insoluble salts are filtered off and the filtrate is washed twice with 150 ml water. The organic phase is dried over Na2SO4 and the solvent is then distilled off. 300 ml petroleum ether are added ... Starting materials: OC(CN1C[C@H]([C@H](C1)C1=CC(N(C(=C1)C)CC(=O)OCC)=O)C1=CC=CC=C1)(C)C (4-(1-(2-hydroxy-2-methylpropyl)-cis-3-phenylpyrrolidin-4-yl)-6-methyl-1-ethoxycarbonylmethyl-2-pyridinone), [OH-].[Na+] (NaOH), solution, Cl (HCl), solution. Product: OC(CN1C[C@H]([C@H](C1)C1=CC(N(C(=C1)C)CC(=O)O)=O)C1=CC=CC=C1)(C)C (4-(1-(2-Hydroxy-2-methylpropyl)-cis-3-phenylpyrrolidin-4-yl)-6-methyl-1-carboxymethyl-2-pyridinone). RXN SMILES: [OH:1][C:2]([CH3:30])([CH3:29])[CH2:3][N:4]1[CH2:8][C@H:7]([C:9]2[CH:14]=[C:13]([CH3:15])[N:12]([CH2:16][C:17]([O:19]CC)=[O:18])[C:11](=[O:22])[CH:10]=2)[C@H:6]([C:23]2[CH:28]=[CH:27][CH:26]=[CH:25][CH:24]=2)[CH2:5]1.[OH-].[Na+].Cl>>[OH:1][C:2]([CH3:30])([CH3:29])[CH2:3][N:4]1[CH2:8][C@H:7]([C:9]2[CH:14]=[C:13]([CH3:15])[N:12]([CH2:16][C:17]([OH:19])=[O:18])[C:11](=[O:22])[CH:10]=2)[C@H:6]([C:23]2[CH:24]=[CH:25][CH:26]=[CH:27][CH:28]=2)[CH2:5]1 |f:1.2|. Procedure: A solution of 4-(1-(2-hydroxy-2-methylpropyl)-cis-3-phenylpyrrolidin-4-yl)-6-methyl-1-ethoxycarbonylmethyl-2-pyridinone from step 7 above (0.10 g, 0.23 mmol) and aqueous NaOH (0.11 mL of a 4.0N solution, 0.46 mmol) was stirred at ambient temperature for 18 h. Aqueous HCl was added (0.076 mL of a 6.0 N solution, 0.46 mmol) and the solvents were removed in vacuo to give the title compound as an amorphous solid mixed with NaCl (HPLC RT=3.94 min, method A). The reactants are O=S(=O)(O)c1ccc(Cc2ccccc2)s1, O=P(Cl)(Cl)Cl. The product is O=S(=O)(Cl)c1ccc(Cc2ccccc2)s1. RXN SMILES: [CH2:1]([c:2]1[cH:3][cH:4][cH:5][cH:6][cH:7]1)[c:8]1[cH:9][cH:10][c:11]([S:13](=[O:14])(=[O:15])[OH:16])[s:12]1.[P:17]([Cl:18])([Cl:19])([Cl:20])=[O:21]>>[CH2:1]([c:2]1[cH:3][cH:4][cH:5][cH:6][cH:7]1)[c:8]1[cH:9][cH:10][c:11]([S:13](=[O:14])(=[O:16])[Cl:19])[s:12]1.